This data is from the Open Reaction Database (ORD), a public repository of structured organic reaction records. The task is: describe an organic reaction: reactants, conditions, products, and yield The reactants are C=CC#N, CCO, OC1(c2ccccc2)CCNCC1. Product: N#CCCN1CCC(O)(c2ccccc2)CC1. Reaction SMILES: [CH2:14]=[CH:15][C:16]#[N:17].[CH3:18][CH2:19][OH:20].[OH:1][C:2]1([c:8]2[cH:9][cH:10][cH:11][cH:12][cH:13]2)[CH2:3][CH2:4][NH:5][CH2:6][CH2:7]1>>[OH:1][C:2]1([c:8]2[cH:9][cH:10][cH:11][cH:12][cH:13]2)[CH2:3][CH2:4][N:5]([CH2:14][CH2:15][C:16]#[N:17])[CH2:6][CH2:7]1. Reactants: COC1=C(C=CC=C1)N1CCN(CC1)CCCNC1=C(C(=O)N(C)C)C=CC=N1 (2-{3-[4-(2-methoxyphenyl)piperazin-1-yl]propylamino}-N,N-dimethylnicotinamide), [C-]#N.[Na+] (sodium cyanide). Solvent: CS(=O)C (DMSO), O (water). Yields the product OC1=C(C=CC=C1)N1CCN(CC1)CCCNC1=C(C(=O)N(C)C)C=CC=N1 (2-{3-[4-(2-hydroxyphenyl)-piperazin-1-yl]propylamino}-N,N-dimethylnicotinamide). Yield: 25.7%. As a reaction SMILES: C[O:2][C:3]1[CH:8]=[CH:7][CH:6]=[CH:5][C:4]=1[N:9]1[CH2:14][CH2:13][N:12]([CH2:15][CH2:16][CH2:17][NH:18][C:19]2[N:29]=[CH:28][CH:27]=[CH:26][C:20]=2[C:21]([N:23]([CH3:25])[CH3:24])=[O:22])[CH2:11][CH2:10]1.[C-]#N.[Na+]>CS(C)=O.O>[OH:2][C:3]1[CH:8]=[CH:7][CH:6]=[CH:5][C:4]=1[N:9]1[CH2:10][CH2:11][N:12]([CH2:15][CH2:16][CH2:17][NH:18][C:19]2[N:29]=[CH:28][CH:27]=[CH:26][C:20]=2[C:21]([N:23]([CH3:25])[CH3:24])=[O:22])[CH2:13][CH2:14]1 |f:1.2|. Procedure details: A mixture of 2-{3-[4-(2-methoxyphenyl)piperazin-1-yl]propylamino}-N,N-dimethylnicotinamide (0.54 g, 1.36 mmol), prepared as in Example 21, and sodium cyanide (0.33 g, 6.8 mmol) in 12 mL of DMSO was heated at reflux for 14 hours and then diluted with water and extracted twice with diethyl ether. The aqueous layer was extracted twice with methylene chloride and the combined methylene chloride layers were washed with water and brine, dried (MgSO4), filtered and concentrated. The residue was purifie...